Dataset: the Open Reaction Database (ORD), a public repository of structured organic reaction records. Task: describe an organic reaction: reactants, conditions, products, and yield Reactants: C(CCl)Cl (EDC), C(C)(C)(C)OC(=O)N1C[C@H](CCC1)OC1=C(C=CC(=C1)C(F)(F)F)NC=1C2=C(N=CN1)SC(=C2C)C(=O)O (4-[2-((S)-1-tert-butoxycarbonyl-piperidin-3-yloxy)-4-trifluoromethyl-phenylamino]-5-methyl-thieno[2,3-d]pyrimidine-6-carboxylic acid), ON1C(CCC1=O)=O (N-hydroxysuccinimide). Run in CN(C)C=O (DMF), CCOC(=O)C (EtOAc). Reaction conditions: time 8 hour. The product is C(C)(C)(C)OC(=O)N1C[C@H](CCC1)OC1=C(C=CC(=C1)C(F)(F)F)NC=1C2=C(N=CN1)SC(=C2C)C(=O)N (4-[2-((S)-1-tert-Butoxycarbonyl-piperidin-3-yloxy)-4-trifluoromethyl-phenylamino]-5-methyl-thieno[2,3-d]pyrimidine-6-carboxylic acid amide). As a reaction SMILES: C(Cl)CCl.[C:5]([O:9][C:10]([N:12]1[CH2:17][CH2:16][CH2:15][C@H:14]([O:18][C:19]2[CH:24]=[C:23]([C:25]([F:28])([F:27])[F:26])[CH:22]=[CH:21][C:20]=2[NH:29][C:30]2[C:31]3[C:38]([CH3:39])=[C:37]([C:40]([OH:42])=O)[S:36][C:32]=3[N:33]=[CH:34][N:35]=2)[CH2:13]1)=[O:11])([CH3:8])([CH3:7])[CH3:6].O[N:44]1C(=O)CCC1=O>CN(C=O)C.CCOC(C)=O>[C:5]([O:9][C:10]([N:12]1[CH2:17][CH2:16][CH2:15][C@H:14]([O:18][C:19]2[CH:24]=[C:23]([C:25]([F:26])([F:27])[F:28])[CH:22]=[CH:21][C:20]=2[NH:29][C:30]2[C:31]3[C:38]([CH3:39])=[C:37]([C:40]([NH2:44])=[O:42])[S:36][C:32]=3[N:33]=[CH:34][N:35]=2)[CH2:13]1)=[O:11])([CH3:6])([CH3:7])[CH3:8]. Procedure details: EDC (74 mg) added to a mixture of the 4-[2-((S)-1-tert-butoxycarbonyl-piperidin-3-yloxy)-4-trifluoromethyl-phenylamino]-5-methyl-thieno[2,3-d]pyrimidine-6-carboxylic acid (177 mg) and N-hydroxysuccinimide (55 mg) in DMF (4 ml). The reaction mixture was stirred at room temperature overnight. The reaction was diluted with EtOAc and washed with water and brine. The organics were passed through a hydrophobic frit and the solvent was evaporated. The residue was dissolved in DMF (2 ml) and ammonia in ... Reported procedure: Diisopropylethylamine (0.39 ml, 2.24 mmol) was added dropwise to a stirred solution at 5° C. under nitrogen of 5(R)-1,2,5-thiadiazol-3-yloxymethyl-3-(4-(1-benzyl-1,2,5,6-tetrahydropyrid-4-yl)-3-fluorophenyl)oxazolidin-2-one (3.48 g, 7.47 mmol) in dichloromethane (60 ml), followed by 1-chloroethyl chloroforrnate (1.05 ml, 9.73 mmol). The mixture was stirred at 5° C. for 2 hours and the intermediate carbamate was freed from benzyl chloride by flash-column chromatography (silica gel. Merck 7736), e... Conditions: temperature 5 celsius, time 2 hour. Run in ClCCl (dichloromethane). The product is Cl.S1N=C(C=N1)OC[C@H]1CN(C(O1)=O)C1=CC(=C(C=C1)C1=CCNCC1)F (5(R)-1,2,5-thiadiazol-3-yloxymethyl-3-(3-fluoro-4-(1,2,5,6-tetrahydropyrid-4-yl)phenyl)oxazolidin-2-one hydrochloride). The yield is 82.0%. As a reaction SMILES: C(N(C(C)C)CC)(C)C.[S:10]1[N:14]=[CH:13][C:12]([O:15][CH2:16][C@@H:17]2[O:21][C:20](=[O:22])[N:19]([C:23]3[CH:28]=[CH:27][C:26]([C:29]4[CH2:34][CH2:33][N:32](CC5C=CC=CC=5)[CH2:31][CH:30]=4)=[C:25]([F:42])[CH:24]=3)[CH2:18]2)=[N:11]1.[Cl:43]C(OC(Cl)C)=O.C(=O)([O-])N.C(Cl)C1C=CC=CC=1>ClCCl>[ClH:43].[S:10]1[N:14]=[CH:13][C:12]([O:15][CH2:16][C@@H:17]2[O:21][C:20](=[O:22])[N:19]([C:23]3[CH:28]=[CH:27][C:26]([C:29]4[CH2:34][CH2:33][NH:32][CH2:31][CH:30]=4)=[C:25]([F:42])[CH:24]=3)[CH2:18]2)=[N:11]1 |f:6.7|. The reactants are C(N)([O-])=O (carbamate), C(C1=CC=CC=C1)Cl (benzyl chloride), C(C)(C)N(CC)C(C)C (Diisopropylethylamine), S1N=C(C=N1)OC[C@H]1CN(C(O1)=O)C1=CC(=C(C=C1)C1=CCN(CC1)CC1=CC=CC=C1)F (5(R)-1,2,5-thiadiazol-3-yloxymethyl-3-(4-(1-benzyl-1,2,5,6-tetrahydropyrid-4-yl)-3-fluorophenyl)oxazolidin-2-one), ClC(=O)OC(C)Cl (1-chloroethyl chloroforrnate). The product is BrCCOc1cccnc1. Starting materials: BrC(Br)(Br)Br, ClCCl, c1ccc(P(c2ccccc2)c2ccccc2)cc1, OCCOc1cccnc1. Reaction SMILES: [C:11]([Br:12])([Br:13])([Br:14])[Br:15].[Cl:35][CH2:36][Cl:37].[c:16]1([P:17]([c:18]2[cH:19][cH:20][cH:21][cH:22][cH:23]2)[c:24]2[cH:25][cH:26][cH:27][cH:28][cH:29]2)[cH:30][cH:31][cH:32][cH:33][cH:34]1.[n:1]1[cH:2][c:3]([O:7][CH2:8][CH2:9][OH:10])[cH:4][cH:5][cH:6]1>>[n:1]1[cH:2][c:3]([O:7][CH2:8][CH2:9][Br:12])[cH:4][cH:5][cH:6]1. Starting materials: C(C1=CC=CC=C1)OC(=O)N[C@H](C(=O)N[C@H](C)C(=O)OC(C)(C)C)CC1=CC=C(C=C1)C1=NC=C(C=N1)C1=CC=C(C=C1)OCCCCCCC (tert-butyl ((S)-2-(((benzyloxy)carbonyl)amino)-3-(4-(5-(4-(heptyloxy)phenyl)pyrimidin-2-yl)phenyl)propanoyl)-D-alaninate), C(C)(=O)O (acetic acid). The reagents and catalysts are [Pd] (palladium on carbon). The solvent is C1CCOC1 (THF), CCO (EtOH), C1CCOC1 (THF). The product is N[C@H](C(=O)N[C@H](C)C(=O)OC(C)(C)C)CC1=CC=C(C=C1)C1=NC=C(C=N1)C1=CC=C(C=C1)OCCCCCCC (tert-butyl ((S)-2-amino-3-(4-(5-(4-(heptyloxy)phenyl)pyrimidin-2-yl)phenyl)propanoyl)-D-alaninate). Isolated yield 81.4%. Reaction SMILES: C(OC([NH:11][C@@H:12]([CH2:25][C:26]1[CH:31]=[CH:30][C:29]([C:32]2[N:37]=[CH:36][C:35]([C:38]3[CH:43]=[CH:42][C:41]([O:44][CH2:45][CH2:46][CH2:47][CH2:48][CH2:49][CH2:50][CH3:51])=[CH:40][CH:39]=3)=[CH:34][N:33]=2)=[CH:28][CH:27]=1)[C:13]([NH:15][C@@H:16]([C:18]([O:20][C:21]([CH3:24])([CH3:23])[CH3:22])=[O:19])[CH3:17])=[O:14])=O)C1C=CC=CC=1.C(O)(=O)C>C1COCC1.[Pd].CCO>[NH2:11][C@@H:12]([CH2:25][C:26]1[CH:31]=[CH:30][C:29]([C:32]2[N:37]=[CH:36][C:35]([C:38]3[CH:43]=[CH:42][C:41]([O:44][CH2:45][CH2:46][CH2:47][CH2:48][CH2:49][CH2:50][CH3:51])=[CH:40][CH:39]=3)=[CH:34][N:33]=2)=[CH:28][CH:27]=1)[C:13]([NH:15][C@@H:16]([C:18]([O:20][C:21]([CH3:22])([CH3:23])[CH3:24])=[O:19])[CH3:17])=[O:14]. Reported procedure: Prepared using General Procedure 18: To a stirred solution of tert-butyl ((S)-2-(((benzyloxy)carbonyl)amino)-3-(4-(5-(4-(heptyloxy)phenyl)pyrimidin-2-yl)phenyl)propanoyl)-D-alaninate (860 mg, 1.238 mmol) in THF (30 mL) was added palladium on carbon (10 wt %) as a slurry in EtOH (4 mL). To this mixture was added acetic acid (1 mL) and the reaction mixture was hydrogenated at 4 bar pressure at room temperature. The reaction mixture was diluted with THF (50 mL) and filtered through Celite. The crud...